The task is: describe an organic reaction: reactants, conditions, products, and yield. This data is from the Open Reaction Database (ORD), a public repository of structured organic reaction records. Reactants: Br, O=C([O-])O, CC1=NN(c2ccc3c(c2)C(C)(C)CC3)C(=O)C1, CCO, Cl, O=N[O-], Nc1cccc(-c2cccc(C(=O)O)c2)c1O, [Na+], [Na+]. Yields the product CC1=NN(c2ccc3c(c2)C(C)(C)CC3)C(=O)C1=NNc1cccc(-c2cccc(C(=O)O)c2)c1O. As a reaction SMILES: [BrH:1].[C:41](=[O:42])([OH:43])[O-:44].[CH3:23][C:24]1([CH3:40])[CH2:25][CH2:26][c:27]2[cH:28][cH:29][c:30]([N:33]3[N:34]=[C:35]([CH3:39])[CH2:36][C:37]3=[O:38])[cH:31][c:32]21.[CH3:47][CH2:48][OH:49].[ClH:46].[N:19]([O-:20])=[O:21].[NH2:2][c:3]1[c:4]([OH:18])[c:5](-[c:9]2[cH:10][c:11]([C:15](=[O:16])[OH:17])[cH:12][cH:13][cH:14]2)[cH:6][cH:7][cH:8]1.[Na+:22].[Na+:45]>>[NH:2]([c:3]1[c:4]([OH:18])[c:5](-[c:9]2[cH:10][c:11]([C:15](=[O:16])[OH:17])[cH:12][cH:13][cH:14]2)[cH:6][cH:7][cH:8]1)[N:19]=[C:36]1[C:35]([CH3:39])=[N:34][N:33]([c:30]2[cH:29][cH:28][c:27]3[c:32]([cH:31]2)[C:24]([CH3:23])([CH3:40])[CH2:25][CH2:26]3)[C:37]1=[O:38]. Yields the product Cc1cc(-c2ccc(OC(C)C(O)CCc3cccnc3)cc2)ccc1C#N. Starting materials: Cc1cc(Br)ccc1C#N, CCOCC, CCO, [Na+], [Na+], O=C([O-])[O-], CC(Oc1ccc(B(O)O)cc1)C(O)CCc1cccnc1, c1ccc(P(c2ccccc2)(c2ccccc2)[Pd](P(c2ccccc2)(c2ccccc2)c2ccccc2)(P(c2ccccc2)(c2ccccc2)c2ccccc2)P(c2ccccc2)(c2ccccc2)c2ccccc2)cc1. RXN SMILES: [Br:23][c:24]1[cH:25][c:26]([CH3:32])[c:27]([C:28]#[N:29])[cH:30][cH:31]1.[CH3:39][CH2:40][O:41][CH2:42][CH3:43].[CH3:44][CH2:45][OH:46].[Na+:33].[Na+:34].[O-:35][C:36](=[O:37])[O-:38].[OH:1][CH:2]([CH:3]([O:4][c:5]1[cH:6][cH:7][c:8]([B:11]([OH:12])[OH:13])[cH:9][cH:10]1)[CH3:14])[CH2:15][CH2:16][c:17]1[cH:18][n:19][cH:20][cH:21][cH:22]1.[cH:47]1[cH:48][cH:49][c:50]([P:51]([Pd:52]([P:53]([c:54]2[cH:55][cH:56][cH:57][cH:58][cH:59]2)([c:60]2[cH:61][cH:62][cH:63][cH:64][cH:65]2)[c:66]2[cH:67][cH:68][cH:69][cH:70][cH:71]2)([P:72]([c:73]2[cH:74][cH:75][cH:76][cH:77][cH:78]2)([c:79]2[cH:80][cH:81][cH:82][cH:83][cH:84]2)[c:85]2[cH:86][cH:87][cH:88][cH:89][cH:90]2)[P:91]([c:92]2[cH:93][cH:94][cH:95][cH:96][cH:97]2)([c:98]2[cH:99][cH:100][cH:101][cH:102][cH:103]2)[c:104]2[cH:105][cH:106][cH:107][cH:108][cH:109]2)([c:110]2[cH:111][cH:112][cH:113][cH:114][cH:115]2)[c:116]2[cH:117][cH:118][cH:119][cH:120][cH:121]2)[cH:122][cH:123]1>>[OH:1][CH:2]([CH:3]([O:4][c:5]1[cH:6][cH:7][c:8](-[c:24]2[cH:25][c:26]([CH3:32])[c:27]([C:28]#[N:29])[cH:30][cH:31]2)[cH:9][cH:10]1)[CH3:14])[CH2:15][CH2:16][c:17]1[cH:18][n:19][cH:20][cH:21][cH:22]1.